From a dataset of the Open Reaction Database (ORD), a public repository of structured organic reaction records. describe an organic reaction: reactants, conditions, products, and yield Starting materials: O=C([O-])O, CN(C)C=O, O=S1(=O)c2ccccc2C(c2ccccc2)N1CCCl, Fc1ccc2[nH]cc(CC3CCNCC3)c2c1, [Na+], C1CCOC1. Yields the product O=S1(=O)c2ccccc2C(c2ccccc2)N1CCN1CCC(Cc2c[nH]c3ccc(F)cc23)CC1. Reaction SMILES: [C:38](=[O:39])([OH:40])[O-:41].[CH3:43][N:44]([CH3:45])[CH:46]=[O:47].[Cl:1][CH2:2][CH2:3][N:4]1[S:5](=[O:19])(=[O:20])[c:6]2[c:7]([cH:15][cH:16][cH:17][cH:18]2)[CH:8]1[c:9]1[cH:10][cH:11][cH:12][cH:13][cH:14]1.[F:21][c:22]1[cH:23][c:24]2[c:25]([CH2:31][CH:32]3[CH2:33][CH2:34][NH:35][CH2:36][CH2:37]3)[cH:26][nH:27][c:28]2[cH:29][cH:30]1.[Na+:42].[O:48]1[CH2:49][CH2:50][CH2:51][CH2:52]1>>[CH2:2]([CH2:3][N:4]1[S:5](=[O:19])(=[O:20])[c:6]2[c:7]([cH:15][cH:16][cH:17][cH:18]2)[CH:8]1[c:9]1[cH:10][cH:11][cH:12][cH:13][cH:14]1)[N:35]1[CH2:34][CH2:33][CH:32]([CH2:31][c:25]2[c:24]3[cH:23][c:22]([F:21])[cH:30][cH:29][c:28]3[nH:27][cH:26]2)[CH2:37][CH2:36]1. Starting materials: C(C)(=O)C=1C=NC2=CC=C(C=C2C1NC=1C=CC(=NC1)N1CC(CCC1)NC(OC(C)(C)C)=O)Br (tert-butyl 1-(5-(3-acetyl-6-bromoquinolin-4-ylamino)pyridin-2-yl)piperidin-3-ylcarbamate), ClC1=C(C(=CC(=C1)B1OC(C(O1)(C)C)(C)C)Cl)O (2,6-dichloro-4-(4,4,5,5-tetramethyl-1,3,2-dioxaborolan-2-yl)phenol). Yields the product C(C)(=O)C=1C=NC2=CC=C(C=C2C1NC=1C=CC(=NC1)N1CC(CCC1)NC(OC(C)(C)C)=O)C1=CC(=C(C(=C1)Cl)O)Cl (tert-butyl 1-(5-(3-acetyl-6-(3,5-dichloro-4-hydroxyphenyl)quinolin-4-ylamino) pyridin-2-yl)piperidin-3-ylcarbamate). Isolated yield 75.9%. RXN SMILES: [C:1]([C:4]1[CH:5]=[N:6][C:7]2[C:12]([C:13]=1[NH:14][C:15]1[CH:16]=[CH:17][C:18]([N:21]3[CH2:26][CH2:25][CH2:24][CH:23]([NH:27][C:28](=[O:34])[O:29][C:30]([CH3:33])([CH3:32])[CH3:31])[CH2:22]3)=[N:19][CH:20]=1)=[CH:11][C:10](Br)=[CH:9][CH:8]=2)(=[O:3])[CH3:2].[Cl:36][C:37]1[CH:42]=[C:41](B2OC(C)(C)C(C)(C)O2)[CH:40]=[C:39]([Cl:52])[C:38]=1[OH:53]>>[C:1]([C:4]1[CH:5]=[N:6][C:7]2[C:12]([C:13]=1[NH:14][C:15]1[CH:16]=[CH:17][C:18]([N:21]3[CH2:26][CH2:25][CH2:24][CH:23]([NH:27][C:28](=[O:34])[O:29][C:30]([CH3:33])([CH3:32])[CH3:31])[CH2:22]3)=[N:19][CH:20]=1)=[CH:11][C:10]([C:41]1[CH:42]=[C:37]([Cl:36])[C:38]([OH:53])=[C:39]([Cl:52])[CH:40]=1)=[CH:9][CH:8]=2)(=[O:3])[CH3:2]. Procedure: Following general procedure D, tert-butyl 1-(5-(3-acetyl-6-bromoquinolin-4-ylamino)pyridin-2-yl)piperidin-3-ylcarbamate (60 mg, 0.110 mmol) was reacted with 2,6-dichloro-4-(4,4,5,5-tetramethyl-1,3,2-dioxaborolan-2-yl)phenol (48 mg, 0.166 mmol) to afford the desired product (52 mg, 76%) as an brown solid: ESI MS m/z 622, [C32H33Cl2N5O4+H]+